From a dataset of the Open Reaction Database (ORD), a public repository of structured organic reaction records. describe an organic reaction: reactants, conditions, products, and yield Reactants: C=1C=CC(=CC1)P(C=2C=CC=CC2)C3=CC=C4C=CC=CC4=C3C5=C6C=CC=CC6=CC=C5P(C=7C=CC=CC7)C=8C=CC=CC8 (BINAP), BrC=1C=C2CC(C(C2=CC1OC)=O)CC1=CC=C(C=C1)SC(F)(F)F (5-bromo-6-methoxy-2-(4-((trifluoromethyl)thio)benzyl)-2,3-dihydro-1H-inden-1-one), CN1CCC(CC1)N (1-methylpiperidin-4-amine), C([O-])([O-])=O.[Cs+].[Cs+] (cesium carbonate). The reagents and catalysts are C=1C=CC(=CC1)/C=C/C(=O)/C=C/C2=CC=CC=C2.C=1C=CC(=CC1)/C=C/C(=O)/C=C/C2=CC=CC=C2.C=1C=CC(=CC1)/C=C/C(=O)/C=C/C2=CC=CC=C2.[Pd].[Pd] (Pd2(dba)3). Solvent: C1(=CC=CC=C1)C (toluene). Run at temperature 110 celsius. Yields the product COC1=C(C=C2CC(C(C2=C1)=O)CC1=CC=C(C=C1)SC(F)(F)F)NC1CCN(CC1)C (6-methoxy-5-((1-methylpiperidin-4-yl)amino)-2-(4-((trifluoromethyl)thio)benzyl)-2, 3-dihydro-1H-inden-1-one). Reaction SMILES: Br[C:2]1[CH:3]=[C:4]2[C:8](=[CH:9][C:10]=1[O:11][CH3:12])[C:7](=[O:13])[CH:6]([CH2:14][C:15]1[CH:20]=[CH:19][C:18]([S:21][C:22]([F:25])([F:24])[F:23])=[CH:17][CH:16]=1)[CH2:5]2.[CH3:26][N:27]1[CH2:32][CH2:31][CH:30]([NH2:33])[CH2:29][CH2:28]1.C(=O)([O-])[O-].[Cs+].[Cs+].C1C=CC(P(C2C(C3C(P(C4C=CC=CC=4)C4C=CC=CC=4)=CC=C4C=3C=CC=C4)=C3C(C=CC=C3)=CC=2)C2C=CC=CC=2)=CC=1>C1(C)C=CC=CC=1.C1C=CC(/C=C/C(/C=C/C2C=CC=CC=2)=O)=CC=1.C1C=CC(/C=C/C(/C=C/C2C=CC=CC=2)=O)=CC=1.C1C=CC(/C=C/C(/C=C/C2C=CC=CC=2)=O)=CC=1.[Pd].[Pd]>[CH3:12][O:11][C:10]1[CH:9]=[C:8]2[C:4]([CH2:5][CH:6]([CH2:14][C:15]3[CH:20]=[CH:19][C:18]([S:21][C:22]([F:25])([F:24])[F:23])=[CH:17][CH:16]=3)[C:7]2=[O:13])=[CH:3][C:2]=1[NH:33][CH:30]1[CH2:31][CH2:32][N:27]([CH3:26])[CH2:28][CH2:29]1 |f:2.3.4,7.8.9.10.11|. Procedure details: To a solution of 143 (75 mg, 0.174 mol) and 1-methylpiperidin-4-amine 134 (23.8 mg, 0.0208 mol) in toluene 15 mL was added cesium carbonate (113.3 mg, 0.348 mol). The reaction was degassed and purged with nitrogen for 10 min. Pd2(dba)3 (7.96 mg, 0.0087 mol) and BINAP (10.8 mg, 0.0174 mol) was added and again degassed and purged with nitrogen for another 10 min. The reaction was heated to 110° C. overnight under sealed conditions. The reaction was diluted with chloroform and filtered through celi... Reactants: Cl.N[C@H]1CC[C@H](CC1)NC(=O)C1=C(NC=2C1=NC=CC2C2=C(C=C(C(=C2)OC)F)OCC2CC2)C (N-(cis-4-aminocyclohexyl)-7-[2-(cyclopropylmethoxy)-4-fluoro-5-methoxyphenyl]-2-methyl-1H-pyrrolo[3,2-b]pyridine-3-carboxamide hydrochloride), O(C)CC(=O)Cl (methoxyl-acetyl chloride). The product is C1(CC1)COC1=C(C=C(C(=C1)F)OC)C1=C2C(=NC=C1)C(=C(N2)C)C(=O)N[C@@H]2CC[C@@H](CC2)NC(COC)=O (7-[2-(Cyclopropylmethoxy)-4-fluoro-5-methoxyphenyl]-N-{cis-4-[(methoxyacetyl)amino]cyclohexyl}-2-methyl-1H-pyrrolo[3,2-b]pyridine-3-carboxamide). As a reaction SMILES: Cl.[NH2:2][C@@H:3]1[CH2:8][CH2:7][C@H:6]([NH:9][C:10]([C:12]2[C:16]3=[N:17][CH:18]=[CH:19][C:20]([C:21]4[CH:26]=[C:25]([O:27][CH3:28])[C:24]([F:29])=[CH:23][C:22]=4[O:30][CH2:31][CH:32]4[CH2:34][CH2:33]4)=[C:15]3[NH:14][C:13]=2[CH3:35])=[O:11])[CH2:5][CH2:4]1.[O:36]([CH2:38][C:39](Cl)=[O:40])[CH3:37]>>[CH:32]1([CH2:31][O:30][C:22]2[CH:23]=[C:24]([F:29])[C:25]([O:27][CH3:28])=[CH:26][C:21]=2[C:20]2[CH:19]=[CH:18][N:17]=[C:16]3[C:12]([C:10]([NH:9][C@H:6]4[CH2:7][CH2:8][C@@H:3]([NH:2][C:39](=[O:40])[CH2:38][O:36][CH3:37])[CH2:4][CH2:5]4)=[O:11])=[C:13]([CH3:35])[NH:14][C:15]=23)[CH2:33][CH2:34]1 |f:0.1|. Procedure: Starting from N-(cis-4-aminocyclohexyl)-7-[2-(cyclopropylmethoxy)-4-fluoro-5-methoxyphenyl]-2-methyl-1H-pyrrolo[3,2-b]pyridine-3-carboxamide hydrochloride (example D.f23) and commercially available methoxyl-acetyl chloride the title compound is obtained as colorless solid.